Dataset: the Open Reaction Database (ORD), a public repository of structured organic reaction records. Task: describe an organic reaction: reactants, conditions, products, and yield The reactants are [H-].[H-].[H-].[H-].[Li+].[Al+3] (LAH), C(C1=CC=CC=C1)OC1=CC=C(C=C1)CC(=O)OC (methyl 4-benzyloxyphenylacetate), O (water), [OH-].[Na+] (NaOH), O (water). Run in C1CCOC1 (THF), C1CCOC1 (THF). The product is C(C1=CC=CC=C1)OC1=CC=C(C=C1)CCO (1-benzyloxy-4-(2-hydroxyethyl)benzene). The yield is 80.2%. As a reaction SMILES: [CH2:1]([O:8][C:9]1[CH:14]=[CH:13][C:12]([CH2:15][C:16](OC)=[O:17])=[CH:11][CH:10]=1)[C:2]1[CH:7]=[CH:6][CH:5]=[CH:4][CH:3]=1.[H-].[H-].[H-].[H-].[Li+].[Al+3].O.[OH-].[Na+]>C1COCC1>[CH2:1]([O:8][C:9]1[CH:10]=[CH:11][C:12]([CH2:15][CH2:16][OH:17])=[CH:13][CH:14]=1)[C:2]1[CH:3]=[CH:4][CH:5]=[CH:6][CH:7]=1 |f:1.2.3.4.5.6,8.9|. Procedure: A solution of 14.0 g of methyl 4-benzyloxyphenylacetate (7) in THF was slowly added with stirring to a solution of 2.0 g LAH in 500 mL of THF. The mixture was heated at reflux 1 h, cooled with ice, then treated sequentially with 2 mL water, 2 mL 15% NaOH, and 4 mL of water. The mixture was filtered and the filtrate evaporated to yield 10 g of crystalline 1-benzyloxy-4-(2-hydroxyethyl)benzene (8), m.p. 84°-85° C. Reactants: N#Cc1ccc(B(O)O)cc1, Clc1nc(Nc2cc[nH]n2)cc2ccccc12. Product: N#Cc1ccc(-c2nc(Nc3cc[nH]n3)cc3ccccc23)cc1. Reaction SMILES: [C:18](#[N:19])[c:20]1[cH:21][cH:22][c:23]([B:26]([OH:27])[OH:28])[cH:24][cH:25]1.[Cl:1][c:2]1[n:3][c:4]([NH:12][c:13]2[n:14][nH:15][cH:16][cH:17]2)[cH:5][c:6]2[cH:7][cH:8][cH:9][cH:10][c:11]12>>[c:2]1(-[c:23]2[cH:22][cH:21][c:20]([C:18]#[N:19])[cH:25][cH:24]2)[n:3][c:4]([NH:12][c:13]2[n:14][nH:15][cH:16][cH:17]2)[cH:5][c:6]2[cH:7][cH:8][cH:9][cH:10][c:11]12. Starting materials: C1(CCCCC1)N(C(CC1=C(N(C2=CC=C(C=C12)OC)C(C1=CC=C(C=C1)Cl)=O)C)=O)C=1SC=CN1 (N-Cyclohexyl-N-thiazol-2-yl-1-(4-chlorobenzoyl)-5-methoxy-2-methylindole-3-acetamide), B(Br)(Br)Br (boron tribromide), ClCCl (dichloromethane). Run at time 20 hour. Yields the product C1(CCCCC1)N(C(CC1=C(N(C2=CC=C(C=C12)O)C(C1=C(C=CC=C1)Cl)=O)C)=O)C=1SC=CN1 (N-Cyclohexyl-N-thiazol-2-yl-1-(2-chlorobenzoyl)-5-hydroxy-2-methylindole-3-acetamide). RXN SMILES: [CH:1]1([N:7]([C:32]2[S:33][CH:34]=[CH:35][N:36]=2)[C:8](=[O:31])[CH2:9][C:10]2[C:18]3[C:13](=[CH:14][CH:15]=[C:16]([O:19]C)[CH:17]=3)[N:12]([C:21](=[O:29])[C:22]3[CH:27]=[CH:26][C:25](Cl)=[CH:24][CH:23]=3)[C:11]=2[CH3:30])[CH2:6][CH2:5][CH2:4][CH2:3][CH2:2]1.B(Br)(Br)Br.[Cl:41]CCl>>[CH:1]1([N:7]([C:32]2[S:33][CH:34]=[CH:35][N:36]=2)[C:8](=[O:31])[CH2:9][C:10]2[C:18]3[C:13](=[CH:14][CH:15]=[C:16]([OH:19])[CH:17]=3)[N:12]([C:21](=[O:29])[C:22]3[CH:27]=[CH:26][CH:25]=[CH:24][C:23]=3[Cl:41])[C:11]=2[CH3:30])[CH2:2][CH2:3][CH2:4][CH2:5][CH2:6]1. Procedure details: To a solution of 2 g (3.83 mmol) of N-Cyclohexyl-N-thiazol-2-yl-1-(4-chlorobenzoyl)-5-methoxy-2-methylindole-3-acetamide in 20 mL of anhydrous dichloromethane under nitrogen at −78° C. was added dropwise 1.1 mL (11.5 mmol) of boron tribromide over 15 minutes. The reaction was allowed to warm to room temperature and stirred for 20 hr before quenching with water (5 mL). The layers were separated and the organic layer dried (Na2SO4), filtered and evaporated. The residue was chromatographed on silic... Reactants: CN(S(=O)(=O)C1=CC=C(C=C1)O)C (N,N-dimethyl-4-hydroxybenzenesulfonamide), [OH-].[Na+] (NaOH), C1(=CC=CC=C1)S(=O)(=O)C1=CC=C(C=C1)F (4-fluorophenyl phenyl sulfone), [OH-].[Na+] (NaOH), O (water). The solvent is CS(=O)C (DMSO). Conditions: temperature 60 celsius. Yields the product CN(S(=O)(=O)C1=CC=C(C=C1)OC1=CC=C(C=C1)S(=O)(=O)C1=CC=CC=C1)C (N,N-Dimethyl-4-(4-(phenylsulfonyl)phenoxy)benzenesulfonamide). The yield is 91.8%. Reaction SMILES: [CH3:1][N:2]([CH3:13])[S:3]([C:6]1[CH:11]=[CH:10][C:9]([OH:12])=[CH:8][CH:7]=1)(=[O:5])=[O:4].[OH-].[Na+].[C:16]1([S:22]([C:25]2[CH:30]=[CH:29][C:28](F)=[CH:27][CH:26]=2)(=[O:24])=[O:23])[CH:21]=[CH:20][CH:19]=[CH:18][CH:17]=1.O>CS(C)=O>[CH3:1][N:2]([CH3:13])[S:3]([C:6]1[CH:11]=[CH:10][C:9]([O:12][C:19]2[CH:18]=[CH:17][C:16]([S:22]([C:25]3[CH:30]=[CH:29][CH:28]=[CH:27][CH:26]=3)(=[O:24])=[O:23])=[CH:21][CH:20]=2)=[CH:8][CH:7]=1)(=[O:4])=[O:5] |f:1.2|. Procedure: To a solution of 6.60 g (0.0330 mole) of N,N-dimethyl-4-hydroxybenzenesulfonamide dissolved in 150 ml of DMSO was added 1.32 g (0.0330 mole) of NaOH. The mixture was heated at 60° C. for 10 minutes and 7.1 g (0.030 mole) of 4-fluorophenyl phenyl sulfone was added. The reaction mixture was heated at 100° C. for 3 hrs and at 125° C. for 3 hrs and cooled. The mixture was poured into a solution of 200 ml of 20% aqueous NaOH and 500 ml of water. The crystalline product was collected, washed well with... Starting materials: C(C)OC(/C(=C/C(\C=C\C1=CC=C(C=C1)Cl)=O)/N)=O ((2Z,5E)-2-Amino-6-(4-chlorophenyl)-4-oxo-hexa-2,5-dienoic acid ethyl ester). The solvent is O1CCOCC1 (1,4-dioxane). Yields the product C(C)OC(=O)C=1NC(CC(C1)=O)C1=CC=C(C=C1)Cl (6-(4-Chlorophenyl)-4-oxo-1,4,5,6-tetrahydropyridine-2-carboxylic acid ethyl ester). Reaction SMILES: [CH2:1]([O:3][C:4](=[O:19])/[C:5](/[NH2:18])=[CH:6]/[C:7](=[O:17])/[CH:8]=[CH:9]/[C:10]1[CH:15]=[CH:14][C:13]([Cl:16])=[CH:12][CH:11]=1)[CH3:2]>O1CCOCC1>[CH2:1]([O:3][C:4]([C:5]1[NH:18][CH:9]([C:10]2[CH:15]=[CH:14][C:13]([Cl:16])=[CH:12][CH:11]=2)[CH2:8][C:7](=[O:17])[CH:6]=1)=[O:19])[CH3:2]. Procedure details: Using the procedure of Example 5, (2Z,5E)-2-amino-6-(4-chlorophenyl)-4-oxo-hexa-2,5-dienoic acid ethyl ester (8; 47 g, 0.168 mol) in 1,4-dioxane (470 mL) in a 2 liter Parr reactor gave, following purification by silica gel chromatography eluting with 40% EtOAc/hexanes, 6-(4-chlorophenyl)-4-oxo-1,4,5,6-tetrahydropyridine-2-carboxylic acid ethyl ester (12; 25 g, 49%, 99% pure by HPLC) as an off-white solid: mp 93-94° C.; 1H NMR (400 MHz, CDCl3) δ 7.36 (q, J=8.6 Hz, 4H), 5.82 (s, 1H), 5.72 (br s, 1...